Dataset: the Open Reaction Database (ORD), a public repository of structured organic reaction records. Task: describe an organic reaction: reactants, conditions, products, and yield Starting materials: C(C=C)N1C=C(C2=CC=C(C=C12)Br)C(C(F)(F)F)(O)C=1C=C2C=NN(C2=CC1)C1=CC=C(C=C1)F (1-(1-allyl-6-bromo-1H-indol-3-yl)-2,2,2-trifluoro-1-[1-(4-fluorophenyl)-1H-indazol-5-yl]ethanol), N1CCCC1 (pyrrolidine), CC(C)([O-])C.[Na+] (sodium tert-butoxide). Reagents/catalysts: [Pd] (Pd). Run in O1CCOCC1 (dioxane). Run at time 2 hour. The product is C(C=C)N1C=C(C2=CC=C(C=C12)N1CCCC1)C(C(F)(F)F)(O)C=1C=C2C=NN(C2=CC1)C1=CC=C(C=C1)F (1-(1-Allyl-6-pyrrolidin-1-yl-1H-indol-3-yl)-2,2,2-trifluoro-1-[1-(4-fluorophenyl)-1H-indazol-5-yl]ethanol). RXN SMILES: [CH2:1]([N:4]1[C:12]2[C:7](=[CH:8][CH:9]=[C:10](Br)[CH:11]=2)[C:6]([C:14]([C:20]2[CH:21]=[C:22]3[C:26](=[CH:27][CH:28]=2)[N:25]([C:29]2[CH:34]=[CH:33][C:32]([F:35])=[CH:31][CH:30]=2)[N:24]=[CH:23]3)([OH:19])[C:15]([F:18])([F:17])[F:16])=[CH:5]1)[CH:2]=[CH2:3].[NH:36]1[CH2:40][CH2:39][CH2:38][CH2:37]1.CC(C)([O-])C.[Na+]>[Pd].O1CCOCC1>[CH2:1]([N:4]1[C:12]2[C:7](=[CH:8][CH:9]=[C:10]([N:36]3[CH2:40][CH2:39][CH2:38][CH2:37]3)[CH:11]=2)[C:6]([C:14]([C:20]2[CH:21]=[C:22]3[C:26](=[CH:27][CH:28]=2)[N:25]([C:29]2[CH:34]=[CH:33][C:32]([F:35])=[CH:31][CH:30]=2)[N:24]=[CH:23]3)([OH:19])[C:15]([F:18])([F:17])[F:16])=[CH:5]1)[CH:2]=[CH2:3] |f:2.3|. Reported procedure: A mixture of 0.1 g (0.18 mmol) of 1-(1-allyl-6-bromo-1H-indol-3-yl)-2,2,2-trifluoro-1-[1-(4-fluorophenyl)-1H-indazol-5-yl]ethanol, 28.0 mg (0.4 mmol) of pyrrolidine, 5.0 mg of Pd catalyst (prepared according to a procedure described in Org. Lett. 2003 14 2413-2415), and 35.0 mg (0.36 mmol) of sodium tert-butoxide in 10 mL of dioxane was warmed at 90° C. After 2 hours, the mixture was cooled to room temperature, filtered through CELITE® filter aid, diluted with water, and extracted with ethyl ace... The reactants are C(C)OC(C(CCCCC1=CC=CC=C1)CC1=CC=CC2=CC=CC=C12)=O (2-(1-naphthylmethyl)-6-phenylhexanoic acid ethyl ester), [OH-].[Na+] (sodium hydroxide). The solvent is C(C)O (ethanol). Yields the product C1(=CC=CC2=CC=CC=C12)CC(C(=O)O)CCCCC1=CC=CC=C1 (2-(1-naphthylmethyl)-6-phenylhexanoic acid). Yield: 97.9%. As a reaction SMILES: C([O:3][C:4](=[O:27])[CH:5]([CH2:16][C:17]1[C:26]2[C:21](=[CH:22][CH:23]=[CH:24][CH:25]=2)[CH:20]=[CH:19][CH:18]=1)[CH2:6][CH2:7][CH2:8][CH2:9][C:10]1[CH:15]=[CH:14][CH:13]=[CH:12][CH:11]=1)C.[OH-].[Na+]>C(O)C>[C:17]1([CH2:16][CH:5]([CH2:6][CH2:7][CH2:8][CH2:9][C:10]2[CH:15]=[CH:14][CH:13]=[CH:12][CH:11]=2)[C:4]([OH:27])=[O:3])[C:26]2[C:21](=[CH:22][CH:23]=[CH:24][CH:25]=2)[CH:20]=[CH:19][CH:18]=1 |f:1.2|. Procedure details: To a solution of 2.05 g of 2-(1-naphthylmethyl)-6-phenylhexanoic acid ethyl ester in 30 ml of ethanol was added 10 ml of a 2N-aqueous sodium hydroxide solution. The mixture was heated under reflux for 1.5 hours. The reaction mixture was concentrated under reduced pressure, and to the residue was added water, and the mixture was washed with diethyl ether to remove neutral materials. Then, the aqueous layer was acidified by adding concentrated hydrochloric acid. The solution was extracted with die...